This data is from the Open Reaction Database (ORD), a public repository of structured organic reaction records. The task is: describe an organic reaction: reactants, conditions, products, and yield The reactants are C(C)(C)(C)OC(N(C1CNCC1)C)=O (methyl-pyrrolidin-3-yl-carbamic acid tert-butyl ester), ClCCNC(=O)NC1=CC(=NC2=CC=CC=C12)C (1-(2-chloro-ethyl)-3-(2-methyl-quinolin-4-yl)-urea), C(=O)(O)[O-].[Na+] (NaHCO3), N[C@@H](CC1=CC=C2C=CC=CC2=C1)C(=O)O (Nal). Run in C1CCOC1 (THF). Reaction conditions: temperature 70 celsius, time 6 day. The product is C(C)(C)(C)OC(N(C1CN(CC1)CCNC(=O)NC1=CC(=NC2=CC=CC=C12)C)C)=O (Methyl-(1-{2-[3-(2-methyl-quinolin-4-yl)-ureido]-ethyl}-pyrrolidin-3-yl)-carbamic acid tert-butyl ester). RXN SMILES: [C:1]([O:5][C:6](=[O:14])[N:7]([CH3:13])[CH:8]1[CH2:12][CH2:11][NH:10][CH2:9]1)([CH3:4])([CH3:3])[CH3:2].Cl[CH2:16][CH2:17][NH:18][C:19]([NH:21][C:22]1[C:31]2[C:26](=[CH:27][CH:28]=[CH:29][CH:30]=2)[N:25]=[C:24]([CH3:32])[CH:23]=1)=[O:20].C([O-])(O)=O.[Na+].N[C@H](C(O)=O)CC1C=C2C(C=CC=C2)=CC=1>C1COCC1>[C:1]([O:5][C:6](=[O:14])[N:7]([CH3:13])[CH:8]1[CH2:12][CH2:11][N:10]([CH2:16][CH2:17][NH:18][C:19]([NH:21][C:22]2[C:31]3[C:26](=[CH:27][CH:28]=[CH:29][CH:30]=3)[N:25]=[C:24]([CH3:32])[CH:23]=2)=[O:20])[CH2:9]1)([CH3:4])([CH3:3])[CH3:2] |f:2.3|. Procedure: A mixture of methyl-pyrrolidin-3-yl-carbamic acid tert-butyl ester (10 mmol), 1-(2-chloro-ethyl)-3-(2-methyl-quinolin-4-yl)-urea (10 mmol), NaHCO3 (20 mmol), Nal (0.5 mmol), and THF (70 mL) is stirred in a sealed vessel at 70° C. for 6 d. The reaction mixture is filtered, evaporated to dryness, and the residue is purified by preparative HPLC to provide the title compound. Reactants: CCO, O=C(O)c1cc(F)c(Cl)c([N+](=O)[O-])c1Cl, [H][H]. Yields the product Nc1c(Cl)c(F)cc(C(=O)O)c1Cl. RXN SMILES: [CH3:18][CH2:19][OH:20].[Cl:1][c:2]1[c:3]([C:4](=[O:5])[OH:6])[cH:7][c:8]([F:15])[c:9]([Cl:14])[c:10]1[N+:11]([O-:12])=[O:13].[H:16][H:17]>>[Cl:1][c:2]1[c:3]([C:4](=[O:5])[OH:6])[cH:7][c:8]([F:15])[c:9]([Cl:14])[c:10]1[NH2:11]. Reactants: CCC1CC1(NC(=O)OC(C)(C)C)C(=O)NS(=O)(=O)OC1(C)CC1, Cl. Product: Cl, CCC1CC1(N)C(=O)NS(=O)(=O)OC1(C)CC1. Reaction SMILES: [C:1]([O:2][C:3](=[O:4])[NH:7][C:8]1([C:13](=[O:14])[NH:15][S:16](=[O:17])(=[O:18])[O:19][C:20]2([CH3:23])[CH2:21][CH2:22]2)[CH:9]([CH2:11][CH3:12])[CH2:10]1)([CH3:5])([CH3:6])[CH3:24].[ClH:25]>>[ClH:25].[NH2:7][C:8]1([C:13](=[O:14])[NH:15][S:16](=[O:17])(=[O:18])[O:19][C:20]2([CH3:23])[CH2:21][CH2:22]2)[CH:9]([CH2:11][CH3:12])[CH2:10]1. Starting materials: N1N=CN=C1 (1,2,4-triazole), CC(C)([O-])C.[K+] (potassium tert.-butoxide), ClC1=C(C=CC(=C1)Cl)C=CC1(OC1)C1(CC1)SCCC (2-(2,4-dichlorophenylethenyl)-2-(1-propylmercaptocyclopropyl) oxirane). Solvent: CN(C=O)C (dimethylformamide), CN(C=O)C (dimethylformamide). Reaction conditions: temperature 80 celsius, time 6 hour. Product: ClC1=C(C=CC(=C1)Cl)/C=C/C(CN1N=CN=C1)(O)C1(CC1)SCCC (trans-4-(2,4-dichlorophenyl)-2-(1-propylmercaptocyclopropyl)1-(1,2,4-triazol-1-yl)-but-3-en-2-ol). The yield is 25.3%. As a reaction SMILES: [Cl:1][C:2]1[CH:7]=[C:6]([Cl:8])[CH:5]=[CH:4][C:3]=1[CH:9]=[CH:10][C:11]1([C:14]2([S:17][CH2:18][CH2:19][CH3:20])[CH2:16][CH2:15]2)[CH2:13][O:12]1.[NH:21]1[CH:25]=[N:24][CH:23]=[N:22]1.CC(C)([O-])C.[K+]>CN(C)C=O>[Cl:1][C:2]1[CH:7]=[C:6]([Cl:8])[CH:5]=[CH:4][C:3]=1/[CH:9]=[CH:10]/[C:11]([C:14]1([S:17][CH2:18][CH2:19][CH3:20])[CH2:16][CH2:15]1)([OH:12])[CH2:13][N:21]1[CH:25]=[N:24][CH:23]=[N:22]1 |f:2.3|. Procedure: A solution of 38.2 g (0.12 mol) of 2-(2,4-dichlorophenylethenyl)-2-(1-propylmercaptocyclopropyl) oxirane in 30 ml of dimethylformamide is added dropwise under a nitrogen atmosphere and with stirring at 80° C. to a mixture of 24 g (0.35 mol) of 1,2,4-triazole, 2.7 g (0.02 mol) of potassium tert.-butoxide and 50 ml of dimethylformamide. The mixture is stirred at 80° C. for 6 hours, then the solvent is removed under reduced pressure, and the residue is taken up in ethyl acetate/toluene, washed with... Reactants: O=C(Cl)C(=O)Cl, C1CCOC1, O=C(O)c1ccc(Oc2cccc(C(F)(F)F)c2)cc1, CN(C)C=O. The product is O=C(Cl)c1ccc(Oc2cccc(C(F)(F)F)c2)cc1. RXN SMILES: [C:21]([Cl:22])(=[O:23])[C:25]([Cl:24])=[O:26].[CH2:32]1[O:33][CH2:34][CH2:35][CH2:36]1.[F:1][C:2]([c:3]1[cH:4][c:5]([O:6][c:7]2[cH:8][cH:9][c:10]([C:11](=[O:12])[OH:13])[cH:14][cH:15]2)[cH:16][cH:17][cH:18]1)([F:19])[F:20].[O:27]=[CH:28][N:29]([CH3:30])[CH3:31]>>[F:1][C:2]([c:3]1[cH:4][c:5]([O:6][c:7]2[cH:8][cH:9][c:10]([C:11](=[O:12])[Cl:24])[cH:14][cH:15]2)[cH:16][cH:17][cH:18]1)([F:19])[F:20].